Task: describe an organic reaction: reactants, conditions, products, and yield. Dataset: the Open Reaction Database (ORD), a public repository of structured organic reaction records Reactants: 14(a), C1NCCN2[C@@H]1C=1N(CC3=C2C=CC=C3)C=CC1 ((14bS)-1,2,3,4,10,14b-hexahydropyrazino[1,2-a]pyrrolo[2,1-c][1,4]benzodiazepine), BrCCN1C(C=2C(C1=O)=CC=CC2)=O (N-(2-bromoethyl)phthalimide). The product is C1(C=2C(C(N1CCN1C[C@@H]3N(C4=C(CN5C3=CC=C5)C=CC=C4)CC1)=O)=CC=CC2)=O ((14bS)-2-(2-Phthalimidoethyl)-1,2,3,4,10,14b-hexahydropyrazino[1,2-a]pyrrolo[2,1-c][1,4]benzodiazepine). As a reaction SMILES: [CH2:1]1[C@H:6]2[C:7]3[N:8]([CH:16]=[CH:17][CH:18]=3)[CH2:9][C:10]3[CH:15]=[CH:14][CH:13]=[CH:12][C:11]=3[N:5]2[CH2:4][CH2:3][NH:2]1.Br[CH2:20][CH2:21][N:22]1[C:26](=[O:27])[C:25]2=[CH:28][CH:29]=[CH:30][CH:31]=[C:24]2[C:23]1=[O:32]>>[C:23]1(=[O:32])[N:22]([CH2:21][CH2:20][N:2]2[CH2:3][CH2:4][N:5]3[C:11]4[CH:12]=[CH:13][CH:14]=[CH:15][C:10]=4[CH2:9][N:8]4[CH:16]=[CH:17][CH:18]=[C:7]4[C@@H:6]3[CH2:1]2)[C:26](=[O:27])[C:25]2=[CH:28][CH:29]=[CH:30][CH:31]=[C:24]12. Procedure details: Following a procedure similar to that described in Preparation 14(a), but using (14bS)-1,2,3,4,10,14b-hexahydropyrazino[1,2-a]pyrrolo[2,1-c][1,4]benzodiazepine and N-(2-bromoethyl)phthalimide, the title compound was obtained in a quantitative yield. Reactants: COc1ccnc(CSCCN=C(NC#N)SC)c1, CN, CCO. Product: CNC(=NCCSCc1cc(OC)ccn1)NC#N. As a reaction SMILES: [C:3](#[N:4])[NH:5][C:6]([S:7][CH3:8])=[N:9][CH2:10][CH2:11][S:12][CH2:13][c:14]1[n:15][cH:16][cH:17][c:18]([O:20][CH3:21])[cH:19]1.[CH3:1][NH2:2].[CH3:22][CH2:23][OH:24]>>[CH3:1][NH:2][C:6]([NH:5][C:3]#[N:4])=[N:9][CH2:10][CH2:11][S:12][CH2:13][c:14]1[n:15][cH:16][cH:17][c:18]([O:20][CH3:21])[cH:19]1. Starting materials: COC=1C=C(C=CC1[N+](=O)[O-])N1CCC(CC1)N1CCCC1 (1-(3-methoxy-4-nitro-phenyl)-4-pyrrolidin-1-yl-piperidine), [H][H] (hydrogen). Reagents/catalysts: [Ni] (Raney nickel). The solvent is C1CCOC1 (THF). Yields the product COC1=C(C=CC(=C1)N1CCC(CC1)N1CCCC1)N (2-methoxy-4-(4-pyrrolidin-1-yl-piperidin-1-yl)-phenylamine). Reaction SMILES: [CH3:1][O:2][C:3]1[CH:4]=[C:5]([N:12]2[CH2:17][CH2:16][CH:15]([N:18]3[CH2:22][CH2:21][CH2:20][CH2:19]3)[CH2:14][CH2:13]2)[CH:6]=[CH:7][C:8]=1[N+:9]([O-])=O.[H][H]>C1COCC1.[Ni]>[CH3:1][O:2][C:3]1[CH:4]=[C:5]([N:12]2[CH2:17][CH2:16][CH:15]([N:18]3[CH2:22][CH2:21][CH2:20][CH2:19]3)[CH2:14][CH2:13]2)[CH:6]=[CH:7][C:8]=1[NH2:9]. Procedure: 321 mg (1.053 mmol) 1-(3-methoxy-4-nitro-phenyl)-4-pyrrolidin-1-yl-piperidine are dissolved in 10 ml THF, combined with 30 mg Raney nickel and then shaken for 9 days at 20° C. under 4 bar hydrogen atmosphere. The catalyst is filtered off and washed again with THF. The solvent is eliminated in vacuo. Reactants: Cc1ccccc1, C1CCOC1, CC(=O)C=C(C)c1ccccc1-c1ccccc1. Product: CC(=CC(C)O)c1ccccc1-c1ccccc1. As a reaction SMILES: [CH3:24][c:25]1[cH:26][cH:27][cH:28][cH:29][cH:30]1.[O:19]1[CH2:20][CH2:21][CH2:22][CH2:23]1.[c:1]1(-[c:13]2[cH:14][cH:15][cH:16][cH:17][cH:18]2)[c:2]([C:7]([CH3:8])=[CH:9][C:10]([CH3:11])=[O:12])[cH:3][cH:4][cH:5][cH:6]1>>[c:1]1(-[c:13]2[cH:14][cH:15][cH:16][cH:17][cH:18]2)[c:2]([C:7]([CH3:8])=[CH:9][CH:10]([CH3:11])[OH:12])[cH:3][cH:4][cH:5][cH:6]1. Reactants: COc1ccc(CCCCCCCCOc2ccc(CO)nc2C=CCC(=O)O)cc1, CO, ClCCl. Product: COc1ccc(CCCCCCCCOc2ccc(CO)nc2CCCC(=O)O)cc1. RXN SMILES: [C:1](=[O:2])([OH:3])[CH2:4][CH:5]=[CH:6][c:7]1[n:8][c:9]([CH2:30][OH:31])[cH:10][cH:11][c:12]1[O:13][CH2:14][CH2:15][CH2:16][CH2:17][CH2:18][CH2:19][CH2:20][CH2:21][c:22]1[cH:23][cH:24][c:25]([O:28][CH3:29])[cH:26][cH:27]1.[CH3:32][OH:33].[Cl:34][CH2:35][Cl:36]>>[C:1](=[O:2])([OH:3])[CH2:4][CH2:5][CH2:6][c:7]1[n:8][c:9]([CH2:30][OH:31])[cH:10][cH:11][c:12]1[O:13][CH2:14][CH2:15][CH2:16][CH2:17][CH2:18][CH2:19][CH2:20][CH2:21][c:22]1[cH:23][cH:24][c:25]([O:28][CH3:29])[cH:26][cH:27]1. Starting materials: ClCC1=CC=C(C=C1)NC(=O)C=1CCOC2=C(C1)C=C(C=C2)C2=CC=C(C=C2)C (N-(4-chloromethylphenyl)-7-(4-methyl-phenyl)-2,3-dihydro-1-benzoxepine-4-carboxamide), C1(=CC=CC=C1)SC1=CC=CC=C1.[Na] (sodium phenyl sulfide). The solvent is CN(C=O)C (dimethylformamide). Product: CC1=CC=C(C=C1)C=1C=CC2=C(C=C(CCO2)C(=O)NC2=CC=C(C=C2)CSC2=CC=CC=C2)C1 (7-(4-methylphenyl)-N-(4-(phenyl-thiomethyl)phenyl)-2,3-dihydro-1-benzoxepine-4-carboxamide). Isolated yield 113.9%. Reaction SMILES: Cl[CH2:2][C:3]1[CH:8]=[CH:7][C:6]([NH:9][C:10]([C:12]2[CH2:13][CH2:14][O:15][C:16]3[CH:22]=[CH:21][C:20]([C:23]4[CH:28]=[CH:27][C:26]([CH3:29])=[CH:25][CH:24]=4)=[CH:19][C:17]=3[CH:18]=2)=[O:11])=[CH:5][CH:4]=1.[C:30]1([S:36]C2C=CC=CC=2)[CH:35]=[CH:34][CH:33]=[CH:32][CH:31]=1.[Na]>CN(C)C=O>[CH3:29][C:26]1[CH:25]=[CH:24][C:23]([C:20]2[CH:21]=[CH:22][C:16]3[O:15][CH2:14][CH2:13][C:12]([C:10]([NH:9][C:6]4[CH:7]=[CH:8][C:3]([CH2:2][S:36][C:30]5[CH:35]=[CH:34][CH:33]=[CH:32][CH:31]=5)=[CH:4][CH:5]=4)=[O:11])=[CH:18][C:17]=3[CH:19]=2)=[CH:28][CH:27]=1 |f:1.2,^1:42|. Procedure details: A solution of N-(4-chloromethylphenyl)-7-(4-methyl-phenyl)-2,3-dihydro-1-benzoxepine-4-carboxamide (0.15g) and sodium phenyl sulfide (0.05g) in dimethylformamide (10ml) was stirred at room temperature over night. The solvent was evaporated, and to the residue was added water. The mixture was extracted with ethyl acetate. The organic layer was washed with water and saturated sodium chloride solution, and dried with anhydrous magnesium sulfate. Under reduced pressure, the solvent was evaporated to... The reactants are CC(C)(C)[Si](C)(C)OC1CC(OC(=O)c2ccccc2)CN(C(=O)OCc2ccccc2)C1, CO, CC(C)O, Cl. Product: O=C(OC1CC(O)CN(C(=O)OCc2ccccc2)C1)c1ccccc1. Reaction SMILES: [C:1]([c:2]1[cH:3][cH:4][cH:5][cH:6][cH:7]1)(=[O:8])[O:9][CH:10]1[CH2:11][N:12]([C:24](=[O:25])[O:26][CH2:27][c:28]2[cH:29][cH:30][cH:31][cH:32][cH:33]2)[CH2:13][CH:14]([O:16][Si:17]([C:18]([CH3:19])([CH3:20])[CH3:21])([CH3:22])[CH3:23])[CH2:15]1.[CH3:39][OH:40].[CH:35]([OH:36])([CH3:37])[CH3:38].[ClH:34]>>[C:1]([c:2]1[cH:3][cH:4][cH:5][cH:6][cH:7]1)(=[O:8])[O:9][CH:10]1[CH2:11][N:12]([C:24](=[O:25])[O:26][CH2:27][c:28]2[cH:29][cH:30][cH:31][cH:32][cH:33]2)[CH2:13][CH:14]([OH:16])[CH2:15]1. The reactants are O=C([O-])[O-], CCOC(Cc1ccc(O)cc1Cl)C(=O)OC, Cc1oc(-c2ccc(OC(C)C)cc2)nc1CCl, [Cs+], [Cs+], [I-], [K+]. Yields the product CCOC(Cc1ccc(OCc2nc(-c3ccc(OC(C)C)cc3)oc2C)cc1Cl)C(=O)OC. Reaction SMILES: [C:36](=[O:37])([O-:38])[O-:39].[CH3:1][O:2][C:3]([CH:4]([CH2:5][c:6]1[c:7]([Cl:13])[cH:8][c:9]([OH:12])[cH:10][cH:11]1)[O:14][CH2:15][CH3:16])=[O:17].[Cl:18][CH2:19][c:20]1[n:21][c:22](-[c:26]2[cH:27][cH:28][c:29]([O:32][CH:33]([CH3:34])[CH3:35])[cH:30][cH:31]2)[o:23][c:24]1[CH3:25].[Cs+:40].[Cs+:41].[I-:43].[K+:42]>>[CH3:1][O:2][C:3]([CH:4]([CH2:5][c:6]1[c:7]([Cl:13])[cH:8][c:9]([O:12][CH2:19][c:20]2[n:21][c:22](-[c:26]3[cH:27][cH:28][c:29]([O:32][CH:33]([CH3:34])[CH3:35])[cH:30][cH:31]3)[o:23][c:24]2[CH3:25])[cH:10][cH:11]1)[O:14][CH2:15][CH3:16])=[O:17]. The reactants are [OH-].[Na+] (sodium hydroxide), Cl (hydrochloric acid), C(C)OC(=O)[C@H]1CN(CCC1)CCOC=C1C2=C(CCC3=C1C=CC=C3)C=CC=C2 ((R)-N-(2-((10,11-dihydro-5H-dibenzo [a, d]cyclohepten-5-ylidene)methoxy)ethyl)-3-piperidinecarboxylic acid ethyl ester), O (Water). Run in C(C)O (ethanol), ClCCl (dichloromethane). Conditions: temperature 50 celsius, time 2 hour. The product is Cl.C1=CC=CC=2C(C3=C(CCC21)C=CC=C3)=COCCN3C[C@@H](CCC3)C(=O)O ((R)-N-(2-((10,11-Dihydro-5H-dibenzo[a,d]cyclohepten-5-ylidene)methoxy)ethyl)-3-piperidinecarboxylic acid hydrochloride). RXN SMILES: C([O:3][C:4]([C@@H:6]1[CH2:11][CH2:10][CH2:9][N:8]([CH2:12][CH2:13][O:14][CH:15]=[C:16]2[C:22]3[CH:23]=[CH:24][CH:25]=[CH:26][C:21]=3[CH2:20][CH2:19][C:18]3[CH:27]=[CH:28][CH:29]=[CH:30][C:17]2=3)[CH2:7]1)=[O:5])C.[OH-].[Na+].O.[ClH:34]>C(O)C.ClCCl>[ClH:34].[CH:27]1[C:18]2[CH2:19][CH2:20][C:21]3[CH:26]=[CH:25][CH:24]=[CH:23][C:22]=3[C:16](=[CH:15][O:14][CH2:13][CH2:12][N:8]3[CH2:9][CH2:10][CH2:11][C@@H:6]([C:4]([OH:5])=[O:3])[CH2:7]3)[C:17]=2[CH:30]=[CH:29][CH:28]=1 |f:1.2,7.8|. Reported procedure: The above ester (2.0 g, 4.9 mmol) was dissolved in ethanol (20 ml) and a 4 N sodium hydroxide solution (4.9 ml) was added. The mixture was stirred at 50° C. for 2 h. Water (10 ml) was added and ethanol was evaporated in vacuo to give an aqueous residue. A 4 M aqueous hydrochloric acid solution (6.2 ml) was added followed by dichloromethane (50 ml). The phases were separated and the aqueous phase was extracted with dichloromethane (50 ml). The combined organic phases were washed with water (10 ml... Reaction SMILES: [NH2:1][CH2:2][CH2:3][CH2:4][CH2:5][N:6]1[C:18]2[C:17]3[CH:16]=[CH:15][CH:14]=[CH:13][C:12]=3[N:11]=[C:10]([NH2:19])[C:9]=2[N:8]=[CH:7]1.[F:20][C:21]([F:34])([F:33])[CH2:22][O:23][C:24]1[N:29]=[CH:28][C:27]([C:30](Cl)=[O:31])=[CH:26][CH:25]=1>>[NH2:19][C:10]1[C:9]2[N:8]=[CH:7][N:6]([CH2:5][CH2:4][CH2:3][CH2:2][NH:1][C:30](=[O:31])[C:27]3[CH:26]=[CH:25][C:24]([O:23][CH2:22][C:21]([F:33])([F:34])[F:20])=[N:29][CH:28]=3)[C:18]=2[C:17]2[CH:16]=[CH:15][CH:14]=[CH:13][C:12]=2[N:11]=1. Reported procedure: According to the general method of Example 14, 1-(4-aminobutyl)-1H-imidazo[4,5-c]quinolin-4-amine and 6-(2,2,2-trifluoroethoxy)pyridine-3-carbonyl chloride were combined to provide N3-[4-(4-amino-1H-imidazo[4,5-c]quinolin-1-yl)butyl]-6-(2,2,2-trifluoroethoxy)nicotinamide as a white crystalline solid, m.p. 192.0-194.0° C. (decomposition). 1H NMR (300 MHz, DMSO-d6) δ 8.62 (d, J=1.9 Hz, 1H), 8.58 (t, J=5.6 Hz, 1H), 8.25 (s, 1H), 8.15 (dd, J=8.6, 2.4 Hz, 1H), 8.06 (d, J=7.6 Hz, 1H), 7.64 (d, J=7.8 H... Starting materials: NCCCCN1C=NC=2C(=NC=3C=CC=CC3C21)N (1-(4-aminobutyl)-1H-imidazo[4,5-c]quinolin-4-amine), FC(COC1=CC=C(C=N1)C(=O)Cl)(F)F (6-(2,2,2-trifluoroethoxy)pyridine-3-carbonyl chloride). The product is NC1=NC=2C=CC=CC2C2=C1N=CN2CCCCNC(C2=CN=C(C=C2)OCC(F)(F)F)=O (N3-[4-(4-amino-1H-imidazo[4,5-c]quinolin-1-yl)butyl]-6-(2,2,2-trifluoroethoxy)nicotinamide).